This data is from the Open Reaction Database (ORD), a public repository of structured organic reaction records. The task is: describe an organic reaction: reactants, conditions, products, and yield The reactants are NC[C@H]1N(CCC[C@H]1C)C(=O)C1=C(C=CC(=C1)F)C1=NC=CC=N1 (((2S,3R)-2-(aminomethyl)-3-methylpiperidin-1-yl)(5-fluoro-2-(pyrimidin-2-yl)phenyl)methanone), BrC1=NC=C(C=C1)Cl (2-bromo-5-chloropyridine). The product is ClC=1C=CC(=NC1)NC[C@H]1N(CCC[C@H]1C)C(=O)C1=C(C=CC(=C1)F)C1=NC=CC=N1 (((2S,3R)-2-(((5-Chloropyridin-2-yl)amino)methyl)-3-methylpiperidin-1-yl)(5-fluoro-2-(pyrimidin-2-yl)phenyl)methanone). Reaction SMILES: [NH2:1][CH2:2][C@@H:3]1[C@H:8]([CH3:9])[CH2:7][CH2:6][CH2:5][N:4]1[C:10]([C:12]1[CH:17]=[C:16]([F:18])[CH:15]=[CH:14][C:13]=1[C:19]1[N:24]=[CH:23][CH:22]=[CH:21][N:20]=1)=[O:11].Br[C:26]1[CH:31]=[CH:30][C:29]([Cl:32])=[CH:28][N:27]=1>>[Cl:32][C:29]1[CH:30]=[CH:31][C:26]([NH:1][CH2:2][C@@H:3]2[C@H:8]([CH3:9])[CH2:7][CH2:6][CH2:5][N:4]2[C:10]([C:12]2[CH:17]=[C:16]([F:18])[CH:15]=[CH:14][C:13]=2[C:19]2[N:20]=[CH:21][CH:22]=[CH:23][N:24]=2)=[O:11])=[N:27][CH:28]=1. Procedure: The title compound was prepared following the same general protocol as described for Example A44 using ((2S,3R)-2-(aminomethyl)-3-methylpiperidin-1-yl)(5-fluoro-2-(pyrimidin-2-yl)phenyl)methanone and 2-bromo-5-chloropyridine. ESI-MS (m/z): 440 [M+1]+. Reactants: NC=1SC=C(N1)C=1SC(=CC1)CN (2-amino-4-(5-aminomethyl-2-thienyl)thiazole), C(C1=CN=CC=C1)(=O)OCC (ethyl nicotinate). The solvent is C(C)O (ethanol). Product: NC=1SC=C(N1)C=1SC(=CC1)CNC(C1=CN=CC=C1)=O (2-amino-4-(5-nicotinoylaminomethyl-2-thienyl)thiazole). As a reaction SMILES: [NH2:1][C:2]1[S:3][CH:4]=[C:5]([C:7]2[S:8][C:9]([CH2:12][NH2:13])=[CH:10][CH:11]=2)[N:6]=1.[C:14](OCC)(=[O:21])[C:15]1[CH:20]=[CH:19][CH:18]=[N:17][CH:16]=1>C(O)C>[NH2:1][C:2]1[S:3][CH:4]=[C:5]([C:7]2[S:8][C:9]([CH2:12][NH:13][C:14](=[O:21])[C:15]3[CH:20]=[CH:19][CH:18]=[N:17][CH:16]=3)=[CH:10][CH:11]=2)[N:6]=1. Procedure: To a solution of 4.0 g of 2-amino-4-(5-aminomethyl-2-thienyl)thiazole in 100 ml of ethanol is added 2.85 g of ethyl nicotinate, and refluxed for 8 hours. After the reaction mixture is cooled with ice, the precipitated crystals are collected by filtration and recrystallized from dimethylformamide to give 2-amino-4-(5-nicotinoylaminomethyl-2-thienyl)thiazole, melting at 240°-241° C. with decomposition. The reactants are CCOC(C)=O, CN(C)C=O, CCC(C)C, CC(C)N=C=O, Nc1ccc(Oc2ccc(-c3c[nH]c(COc4ccccc4)n3)cc2)cc1, O. The product is CC(C)NC(=O)Nc1ccc(Oc2ccc(-c3c[nH]c(COc4ccccc4)n3)cc2)cc1. Reaction SMILES: [CH3:35][CH2:36][O:37][C:38](=[O:39])[CH3:40].[CH3:41][N:42]([CH3:43])[CH:44]=[O:45].[CH3:46][CH2:47][CH:48]([CH3:49])[CH3:50].[CH:28]([CH3:29])([CH3:30])[N:31]=[C:32]=[O:33].[O:1]([c:2]1[cH:3][cH:4][cH:5][cH:6][cH:7]1)[CH2:8][c:9]1[nH:10][cH:11][c:12](-[c:14]2[cH:15][cH:16][c:17]([O:18][c:19]3[cH:20][cH:21][c:22]([NH2:23])[cH:24][cH:25]3)[cH:26][cH:27]2)[n:13]1.[OH2:34]>>[O:1]([c:2]1[cH:3][cH:4][cH:5][cH:6][cH:7]1)[CH2:8][c:9]1[nH:10][cH:11][c:12](-[c:14]2[cH:15][cH:16][c:17]([O:18][c:19]3[cH:20][cH:21][c:22]([NH:23][C:32]([NH:31][CH:28]([CH3:29])[CH3:30])=[O:33])[cH:24][cH:25]3)[cH:26][cH:27]2)[n:13]1. Starting materials: ClCCCl, NC1Cc2ccc3[nH]ncc3c2CN(Cc2ccc(C(F)(F)F)cc2)C1=O, O=C(O)c1cc2c(cn1)CC1(C2)C(=O)Nc2ncccc21, CN(C)C=O, On1nnc2ccccc21. Yields the product O=C(NC1Cc2ccc3[nH]ncc3c2CN(Cc2ccc(C(F)(F)F)cc2)C1=O)c1cc2c(cn1)CC1(C2)C(=O)Nc2ncccc21. As a reaction SMILES: [CH2:59]([Cl:60])[CH2:61][Cl:62].[NH2:1][CH:2]1[CH2:3][c:4]2[c:5]([c:6]3[cH:7][n:8][nH:9][c:10]3[cH:11][cH:12]2)[CH2:13][N:14]([CH2:17][c:18]2[cH:19][cH:20][c:21]([C:24]([F:25])([F:26])[F:27])[cH:22][cH:23]2)[C:15]1=[O:16].[O:28]=[C:29]1[NH:30][c:31]2[n:32][cH:33][cH:34][cH:35][c:36]2[C:37]12[CH2:38][c:39]1[c:40]([cH:41][n:42][c:43]([C:45](=[O:46])[OH:47])[cH:44]1)[CH2:48]2.[O:63]=[CH:64][N:65]([CH3:66])[CH3:67].[OH:49][n:50]1[c:51]2[c:52]([cH:53][cH:54][cH:55][cH:56]2)[n:57][n:58]1>>[NH:1]([CH:2]1[CH2:3][c:4]2[c:5]([c:6]3[cH:7][n:8][nH:9][c:10]3[cH:11][cH:12]2)[CH2:13][N:14]([CH2:17][c:18]2[cH:19][cH:20][c:21]([C:24]([F:25])([F:26])[F:27])[cH:22][cH:23]2)[C:15]1=[O:16])[C:45]([c:43]1[n:42][cH:41][c:40]2[c:39]([cH:44]1)[CH2:38][C:37]1([C:29](=[O:28])[NH:30][c:31]3[n:32][cH:33][cH:34][cH:35][c:36]31)[CH2:48]2)=[O:46]. Reactants: OC(CC1=CC2=CN(N=C2C(=C1)C)COCC[Si](C)(C)C)C=1C=C(C(=O)OC)C=CN1 ((±)-methyl 2-(1-hydroxy-2-(7-methyl-2-((2-(trimethylsilyl)ethoxy)methyl)-2H-indazol-5-yl)ethyl)isonicotinate), O=C1NC2=CC=CC=C2CN1C1CCN(CC1)C(=O)OC1=CC=C(C=C1)[N+](=O)[O-] (4-nitrophenyl 4-(2-oxo-1,2-dihydroquinazolin-3(4H)-yl)piperidine-1-carboxylate), O1CCCC1 (tetrahydrofuran), [H-].[Na+] (sodium hydride). Reaction conditions: time 8 hour. Product: CC1=CC(=CC2=CN(N=C12)COCC[Si](C)(C)C)CC(OC(=O)N1CCC(CC1)N1C(NC2=CC=CC=C2C1)=O)C=1C=C(C(=O)O)C=CN1 ((±)-2-(2-(7-Methyl-2-((2-(trimethylsilyl)ethoxy)methyl)-2H-indazol-5-yl)-1-(4-(2-oxo-1,2-dihydroquinazolin-3(4H)-yl)piperidine-1-carbonyloxy)ethyl)isonicotinic acid). The yield is 62.8%. RXN SMILES: [OH:1][CH:2]([C:22]1[CH:23]=[C:24]([CH:29]=[CH:30][N:31]=1)[C:25](OC)=[O:26])[CH2:3][C:4]1[CH:12]=[C:11]([CH3:13])[C:10]2[C:6](=[CH:7][N:8]([CH2:14][O:15][CH2:16][CH2:17][Si:18]([CH3:21])([CH3:20])[CH3:19])[N:9]=2)[CH:5]=1.[O:32]=[C:33]1[N:42]([CH:43]2[CH2:48][CH2:47][N:46]([C:49](OC3C=CC([N+]([O-])=O)=CC=3)=[O:50])[CH2:45][CH2:44]2)[CH2:41][C:40]2[C:35](=[CH:36][CH:37]=[CH:38][CH:39]=2)[NH:34]1.[H-].[Na+].[O:63]1CCCC1>>[CH3:13][C:11]1[C:10]2[C:6](=[CH:7][N:8]([CH2:14][O:15][CH2:16][CH2:17][Si:18]([CH3:19])([CH3:21])[CH3:20])[N:9]=2)[CH:5]=[C:4]([CH2:3][CH:2]([C:22]2[CH:23]=[C:24]([CH:29]=[CH:30][N:31]=2)[C:25]([OH:26])=[O:63])[O:1][C:49]([N:46]2[CH2:45][CH2:44][CH:43]([N:42]3[CH2:41][C:40]4[C:35](=[CH:36][CH:37]=[CH:38][CH:39]=4)[NH:34][C:33]3=[O:32])[CH2:48][CH2:47]2)=[O:50])[CH:12]=1 |f:2.3|. Reported procedure: To a suspension of (±)-methyl 2-(1-hydroxy-2-(7-methyl-2-((2-(trimethylsilyl)ethoxy)methyl)-2H-indazol-5-yl)ethyl)isonicotinate (233 mg, 0.527 mmol 1.0 equiv) and 4-nitrophenyl 4-(2-oxo-1,2-dihydroquinazolin-3(4H)-yl)piperidine-1-carboxylate (251 mg, 0.632 mmol, 1.2 equiv) in tetrahydrofuran (6 mL) was added sodium hydride (91 mg, 7 equiv) in one portion. The resulting mixture was stirred at room temperature under nitrogen overnight. The mixture was partitioned between water and ethyl acetate. T... The reactants are ClC(C(=O)OCC)=O (ethyl 2-chloro-2-oxoacetate), [Br-].FC1=CC=C(C[Zn+])C=C1 ((4-fluorobenzyl)zinc(II) bromide). The reagents and catalysts are Cl[Pd]([P](C1=CC=CC=C1)(C2=CC=CC=C2)C3=CC=CC=C3)([P](C4=CC=CC=C4)(C5=CC=CC=C5)C6=CC=CC=C6)Cl (Pd(PPh3)2Cl2). Solvent: O1CCCC1 (tetrahydrofuran), O1CCCC1 (tetrahydrofuran). Reaction conditions: temperature 0 celsius. Product: FC1=CC=C(C=C1)CC(C(=O)OCC)=O (ethyl 3-(4-fluorophenyl)-2-oxopropanoate). Yield: 33.5%. As a reaction SMILES: Cl[C:2](=[O:8])[C:3]([O:5][CH2:6][CH3:7])=[O:4].[Br-].[F:10][C:11]1[CH:18]=[CH:17][C:14]([CH2:15][Zn+])=[CH:13][CH:12]=1>O1CCCC1.Cl[Pd](Cl)([P](C1C=CC=CC=1)(C1C=CC=CC=1)C1C=CC=CC=1)[P](C1C=CC=CC=1)(C1C=CC=CC=1)C1C=CC=CC=1>[F:10][C:11]1[CH:18]=[CH:17][C:14]([CH2:15][C:2](=[O:8])[C:3]([O:5][CH2:6][CH3:7])=[O:4])=[CH:13][CH:12]=1 |f:1.2,^1:26,45|. Procedure: To a stirred mixture of ethyl 2-chloro-2-oxoacetate (35 g, 256.35 mmol, 1.00 equiv) and Pd(PPh3)2Cl2 (9 g, 12.82 mmol, 0.05 equiv) in tetrahydrofuran (200 mL) maintained under nitrogen at 0° C. was added dropwise a solution of (4-fluorobenzyl)zinc(II) bromide (65 g, 255.47 mmol, 1.00 equiv) in tetrahydrofuran (500 mL). The reaction mixture was refluxed for 12 h then cooled to 0° C. and quenched by dropwise addition of 500 mL of saturated NH4Cl solution. The resulting mixture was extracted with 2... Starting materials: Cl.C(C)OC(CF)=N (ethylfluoroacetimidate hydrochloride), C(C)(=O)NC(C(=O)O)CC#CCN (2-acetylamino-6-amino-4-hexynoic acid), C1CCC2=NCCCN2CC1 (DBU). The solvent is C(C)O (ethanol). Run at temperature 20 celsius, time 16 hour. Yields the product Cl.C(C)(=O)NC(C(=O)O)CC#CCNC(CF)=N ((±)-2-Acetylamino-6-(1-imino-2-fluoroethylamino)-hex-4-ynoic acid hydrochloride). As a reaction SMILES: [ClH:1].C(O[C:5](=[NH:8])[CH2:6][F:7])C.[C:9]([NH:12][CH:13]([CH2:17][C:18]#[C:19][CH2:20][NH2:21])[C:14]([OH:16])=[O:15])(=[O:11])[CH3:10].C1CCN2C(=NCCC2)CC1>C(O)C>[ClH:1].[C:9]([NH:12][CH:13]([CH2:17][C:18]#[C:19][CH2:20][NH:21][C:5](=[NH:8])[CH2:6][F:7])[C:14]([OH:16])=[O:15])(=[O:11])[CH3:10] |f:0.1,5.6|. Procedure details: Ex-8h) 2.86 g of ethylfluoroacetimidate hydrochloride, 1 equivalent of 2-acetylamino-6-amino-4-hexynoic acid and 6.84 g of DBU are taken up in 200 mL absolute ethanol and stirred for 16 h at 20° C. under argon. Solvent is removed under vacuum and 100 mL water is added. This reaction mixture is filtered through acidic ion exchange column and the product is eluted with 10% pyridine/water. (±)-2-Acetylamino-6-(1-imino-2-fluoroethylamino)-hex-4-ynoic acid hydrochloride is obtained by removing the so... Starting materials: OC1=C(C=O)C=C(C=C1)OC (2-hydroxy-5-methoxybenzaldehyde), C1(=CC=C(C=C1)S(=O)(=O)OC[C@H]1CO1)C ((R)-glycidyl 4-toluenesulphonate), C([O-])([O-])=O.[K+].[K+] (potassium carbonate). Solvent: CN(C=O)C (dimethylformamide). Reaction conditions: temperature 60 celsius. The product is O1[C@@H](COC2=C(C=O)C=C(C=C2)OC)C1 ((R)-2-(2,3-epoxypropoxy)-5-methoxybenzaldehyde). Yield: 79.7%. Reaction SMILES: [OH:1][C:2]1[CH:9]=[CH:8][C:7]([O:10][CH3:11])=[CH:6][C:3]=1[CH:4]=[O:5].C1(C)C=CC(S(O[CH2:22][C@@H:23]2[O:25][CH2:24]2)(=O)=O)=CC=1.C(=O)([O-])[O-].[K+].[K+]>CN(C)C=O>[O:25]1[CH2:24][C@@H:23]1[CH2:22][O:1][C:2]1[CH:9]=[CH:8][C:7]([O:10][CH3:11])=[CH:6][C:3]=1[CH:4]=[O:5] |f:2.3.4|. Reported procedure: A mixture of 2-hydroxy-5-methoxybenzaldehyde (6.65 g), (R)-glycidyl 4-toluenesulphonate (10.0 g) and potassium carbonate (6.1 g) in dry dimethylformamide (100 ml) was stirred and heated at 60° C. for five hours. The solvent was removed in vacuo, water was added to the residue and the mixture extracted with ether (2×200 ml). The combined extracts were washed with water and dried over magnesium sulphate. The solvent was evaporated and the residue purified by flash chromatography over silica elutin... The reactants are BrC=1C=C(N)C=CC1 (3-bromoaniline), FC1=CC=C(C=C1)O (4-flourophenol), C([O-])([O-])=O.[K+].[K+] (potassium carbonate). The reagents and catalysts are [Cu]=O (copper(II) oxide). Run in N1=CC=CC=C1 (pyridine). Reaction conditions: temperature 210 celsius. Yields the product FC1=CC=C(OC=2C=C(C=CC2)N)C=C1 (3-(4-fluoro-phenoxy)-phenylamine). As a reaction SMILES: Br[C:2]1[CH:3]=[C:4]([CH:6]=[CH:7][CH:8]=1)[NH2:5].[F:9][C:10]1[CH:15]=[CH:14][C:13]([OH:16])=[CH:12][CH:11]=1.C(=O)([O-])[O-].[K+].[K+]>[Cu]=O.N1C=CC=CC=1>[F:9][C:10]1[CH:15]=[CH:14][C:13]([O:16][C:2]2[CH:3]=[C:4]([NH2:5])[CH:6]=[CH:7][CH:8]=2)=[CH:12][CH:11]=1 |f:2.3.4|. Procedure details: In a dry microwave vessel with stir bar, 3-bromoaniline (316 μL, 0.029 mol) and 4-flourophenol (716 mg, 0.064 mol) were added to anhydrous pyridine (10 mL) under nitrogen. To this was added potassium carbonate (1.6 g, 120 mol) and copper(II) oxide (1.2 g, 145 mol). The microwave vessel was sealed then heated in the microwave at normal absorbance at 210° C. for 40 min. The cooled reaction was filtered through a bed of Celite with ethyl acetate. The filtrate was then washed 3 times with concentrat... Starting materials: Br, O=C(NCc1nnc2n1-c1ccc(Cl)cc1N(c1ccccc1)C(=O)C2)OCc1ccccc1, CC(=O)O. The product is NCc1nnc2n1-c1ccc(Cl)cc1N(c1ccccc1)C(=O)C2. As a reaction SMILES: [BrH:35].[CH2:1]([O:2][C:3](=[O:4])[NH:11][CH2:12][c:13]1[n:14][n:15][c:16]2[n:17]1-[c:18]1[c:19]([cH:30][c:31]([Cl:34])[cH:32][cH:33]1)[N:20]([c:24]1[cH:25][cH:26][cH:27][cH:28][cH:29]1)[C:21](=[O:23])[CH2:22]2)[c:5]1[cH:6][cH:7][cH:8][cH:9][cH:10]1.[CH3:36][C:37](=[O:38])[OH:39]>>[NH2:11][CH2:12][c:13]1[n:14][n:15][c:16]2[n:17]1-[c:18]1[c:19]([cH:30][c:31]([Cl:34])[cH:32][cH:33]1)[N:20]([c:24]1[cH:25][cH:26][cH:27][cH:28][cH:29]1)[C:21](=[O:23])[CH2:22]2.